The task is: describe an organic reaction: reactants, conditions, products, and yield. This data is from the Open Reaction Database (ORD), a public repository of structured organic reaction records. Reactants: BrCCCCCCCCCCC1=C2C(C(=O)NC2=O)=CC=C1 ((10-bromodecyl)phthalimide), C1(=CC=CC=C1)P(C1=CC=CC=C1)C1=CC=CC=C1 (triphenylphosphine), Mito-Gd-DOTA, Mito-Gd-DTPA. The solvent is C(C)#N (acetonitrile). Yields the product [Br-].NCCCCCCCCCC[P+](C1=CC=CC=C1)(C1=CC=CC=C1)C1=CC=CC=C1 ((10-aminodecyl)triphenylphosphonium bromide), [Br-].CCCCCCCCCCC1=C(C=CC=C1)[P+](C1=CC=CC=C1)(C1=CC=CC=C1)N1C(C=2C(C1=O)=CC=CC2)=O (10-decylphthalimidyl triphenylphosphonium bromide). Isolated yield 226.1%. As a reaction SMILES: [Br:1]CCCC[CH2:6][CH2:7][CH2:8][CH2:9][CH2:10][CH2:11][C:12]1[CH:22]=[CH:21][CH:20]=[C:14]2[C:15]([NH:17][C:18](=[O:19])[C:13]=12)=[O:16].[C:23]1([P:29]([C:36]2[CH:41]=[CH:40][CH:39]=[CH:38][CH:37]=2)[C:30]2[CH:35]=[CH:34][CH:33]=[CH:32][CH:31]=2)[CH:28]=[CH:27][CH:26]=[CH:25][CH:24]=1>C(#N)C>[Br-:1].[NH2:17][CH2:15][CH2:14][CH2:13][CH2:12][CH2:11][CH2:10][CH2:9][CH2:8][CH2:7][CH2:6][P+:29]([C:23]1[CH:24]=[CH:25][CH:26]=[CH:27][CH:28]=1)([C:30]1[CH:35]=[CH:34][CH:33]=[CH:32][CH:31]=1)[C:36]1[CH:37]=[CH:38][CH:39]=[CH:40][CH:41]=1.[Br-:1].[CH3:6][CH2:7][CH2:8][CH2:9][CH2:10][CH2:11][CH2:12][CH2:13][CH2:14][CH2:15][C:41]1[CH:40]=[CH:39][CH:38]=[CH:37][C:36]=1[P+:29]([N:17]1[C:18](=[O:19])[C:13]2=[CH:12][CH:22]=[CH:21][CH:20]=[C:14]2[C:15]1=[O:16])([C:23]1[CH:24]=[CH:25][CH:26]=[CH:27][CH:28]=1)[C:30]1[CH:35]=[CH:34][CH:33]=[CH:32][CH:31]=1 |f:3.4,5.6|. Procedure: Both compounds, Mito-Gd-DOTA (FIG. 16-4) and Mito-Gd-DTPA, were synthesized according the synthetic route shown in FIG. 16. (10-aminodecyl)triphenylphosphonium bromide (FIG. 16-3) was synthesized and prepared as previously described. Briefly, a mixture containing (10-bromodecyl)phthalimide (7 g, 0.019 mol) and triphenylphosphine (5 g, 0.019 mol) in acetonitrile (60 mL) was refluxed for 15 hours. The solvent distilled under reduced pressure. Purification of the crude product by flash chromatograp... Reactants: ClC=1C(=CC=2C(=NC=3NC=C(C(C3C2)=O)C(=O)OCC)C1)F (8-chloro-3-ethoxycarbonyl-7-fluoro-4-oxo-1,4-dihydro-benzo[b][1,8]naphthyridine). Run in Cl (hydrochloric acid). Conditions: temperature 20 celsius. The product is ClC=1C(=CC=2C(=NC=3NC=C(C(C3C2)=O)C(=O)O)C1)F (8-chloro-7-fluoro- 4-oxo-1,4-dihydro-benzo[b][1,8]naphthyridine-3-carboxylic acid). Isolated yield 58.1%. Reaction SMILES: [Cl:1][C:2]1[C:3]([F:22])=[CH:4][C:5]2[C:6]([CH:21]=1)=[N:7][C:8]1[NH:9][CH:10]=[C:11]([C:16]([O:18]CC)=[O:17])[C:12](=[O:15])[C:13]=1[CH:14]=2>Cl>[Cl:1][C:2]1[C:3]([F:22])=[CH:4][C:5]2[C:6]([CH:21]=1)=[N:7][C:8]1[NH:9][CH:10]=[C:11]([C:16]([OH:18])=[O:17])[C:12](=[O:15])[C:13]=1[CH:14]=2. Reported procedure: A suspension of 5.75 g of 8-chloro-3-ethoxycarbonyl-7-fluoro-4-oxo-1,4-dihydro-benzo[b][1,8]naphthyridine in 60 cm3 of 17.5% hydrochloric acid is heated, with stirring, at a temperature close to 100° C. for 30 minutes. After cooling to about 20° C., the insoluble matter is drained and washed with 3 times 20 cm3 of ethanol and 3 times 20 cm3 of diethyl ether. 3.05 g of 8-chloro-7-fluoro- 4-oxo-1,4-dihydro-benzo[b][1,8]naphthyridine-3-carboxylic acid are obtained in the form of a beige solid which... The reactants are COC(CC=1N=C(OC1C)C=1C=NC(=CC1)C1=CC=C(C=C1)S(=O)(=O)C)=O ({2-[6-(4-Methanesulfonyl-phenyl)-pyridin-3-yl]-5-methyl-oxazol-4-yl}-acetic acid methyl ester), COC(CC=1N=C(OC1C)C=1C=NC(=CC1)C1=CC=C(C=C1)S(=O)(=O)C)=O ({2-[6-(4-Methanesulfonyl-phenyl)-pyridin-3-yl]-5-methyl-oxazol-4-yl}-acetic acid methyl ester), [OH-].[Na+] (sodium hydroxide). Solvent: CO.O1CCCC1 (methanol tetrahydrofuran). Product: CS(=O)(=O)C1=CC=C(C=C1)C1=CC=C(C=N1)C=1OC(=C(N1)CC(=O)[O-])C.[Na+] (Sodium {2-[6-(4-methanesulfonyl-phenyl)-pyridin-3-yl]-5-methyl-oxazol-4-yl}-acetate). Reaction SMILES: C[O:2][C:3](=[O:27])[CH2:4][C:5]1[N:6]=[C:7]([C:11]2[CH:12]=[N:13][C:14]([C:17]3[CH:22]=[CH:21][C:20]([S:23]([CH3:26])(=[O:25])=[O:24])=[CH:19][CH:18]=3)=[CH:15][CH:16]=2)[O:8][C:9]=1[CH3:10].[OH-].[Na+:29]>CO.O1CCCC1>[CH3:26][S:23]([C:20]1[CH:19]=[CH:18][C:17]([C:14]2[N:13]=[CH:12][C:11]([C:7]3[O:8][C:9]([CH3:10])=[C:5]([CH2:4][C:3]([O-:27])=[O:2])[N:6]=3)=[CH:16][CH:15]=2)=[CH:22][CH:21]=1)(=[O:24])=[O:25].[Na+:29] |f:1.2,3.4,5.6|. Reported procedure: To a stirring solution of {2-[6-(4-Methanesulfonyl-phenyl)-pyridin-3-yl]-5-methyl-oxazol-4-yl}-acetic acid methyl ester (See Intermediate 19) (1.0 mmol) in 1:1 methanol/tetrahydrofuran (0.10M), add 2N sodium hydroxide (1.2 mmol) and heat to reflux for 1 hour. After this time, concentrate the reaction in vacuo. Wash the resulting solid twice with dichloromethane to rinse away any impurities. MS (nme): 373.3 (M+1) Starting materials: IC1=CC=C(N)C=C1 (4-iodoaniline), C1(=CC=CC=C1)C#C (phenyl acetylene), C1(=CC=CC=C1)P(C1=CC=CC=C1)C1=CC=CC=C1 (triphenyl phosphine). Reagents/catalysts: Cl[Pd]([P](C1=CC=CC=C1)(C2=CC=CC=C2)C3=CC=CC=C3)([P](C4=CC=CC=C4)(C5=CC=CC=C5)C6=CC=CC=C6)Cl (Bis(triphenylphosphine)-palladium (II) dichloride), C1=CC=C(C=C1)P(C2=CC=CC=C2)C3=CC=CC=C3.C1=CC=C(C=C1)P(C2=CC=CC=C2)C3=CC=CC=C3.Cl[Pd]Cl (Pd(PPH3)2Cl2), [Cu]I (CuI). Solvent: C(C)N(CC)CC (triethylamine). Yields the product C1(=CC=CC=C1)C#CC1=CC=C(N)C=C1 (4-phenylethynyl aniline). Reaction SMILES: I[C:2]1[CH:8]=[CH:7][C:5]([NH2:6])=[CH:4][CH:3]=1.[C:9]1([C:15]#[CH:16])[CH:14]=[CH:13][CH:12]=[CH:11][CH:10]=1.C1(P(C2C=CC=CC=2)C2C=CC=CC=2)C=CC=CC=1>Cl[Pd](Cl)([P](C1C=CC=CC=1)(C1C=CC=CC=1)C1C=CC=CC=1)[P](C1C=CC=CC=1)(C1C=CC=CC=1)C1C=CC=CC=1.[Cu]I.C(N(CC)CC)C>[C:9]1([C:15]#[C:16][C:2]2[CH:8]=[CH:7][C:5]([NH2:6])=[CH:4][CH:3]=2)[CH:14]=[CH:13][CH:12]=[CH:11][CH:10]=1 |^1:38,57|. Procedure details: More particularly, 4-iodoaniline (17.38 g), phenyl acetylene (10.4 g), and triphenyl phosphine (193 mg) are added to a three-necked 500 mL flask, which is fitted with a reflux condenser, nitrogen blanket, and an overhead mechanical stirrer. Bis(triphenylphosphine)-palladium (II) dichloride (“Pd(PPH3)2Cl2]”) (94 mg) and CuI (38 mg) are then added with 100 mL of triethylamine (“Et3N”). The flask is maintained at room temperature overnight under a nitrogen atmosphere. Afterwards, the reaction mixtu... Starting materials: [H-].[Na+] (NaH), ClC1=C(C(=[N+](C=C1)[O-])C)C (4-chloro-2,3-dimethylpyridine-N-oxide), OCCCS (3-hydroxypropylmercaptan). Run in CN1C(CCC1)=O (N-methylpyrrolidone), CN1C(CCC1)=O (NMP). Reaction conditions: time 15 minute. The product is CC1=[N+](C=CC(=C1C)SCCCO)[O-] (2,3-Dimethyl-4-(3-hydroxypropylthio)pyridine-N-oxide). Reaction SMILES: [H-].[Na+].[OH:3][CH2:4][CH2:5][CH2:6][SH:7].Cl[C:9]1[CH:14]=[CH:13][N+:12]([O-:15])=[C:11]([CH3:16])[C:10]=1[CH3:17]>CN1CCCC1=O>[CH3:16][C:11]1[C:10]([CH3:17])=[C:9]([S:7][CH2:6][CH2:5][CH2:4][OH:3])[CH:14]=[CH:13][N+:12]=1[O-:15] |f:0.1|. Procedure details: 6 g (60%) NaH are added in portions to 50 ml of dry N-methylpyrrolidone (NMP), the mixture is stirred for 15 min, 9.5 g (0.11 mol) of 3-hydroxypropylmercaptan are metered in in the course of 20 min and the mixture is stirred again for 30 min until the evolution of gas has ended. A solution of 14.4 g (0.1 mol) of 4-chloro-2,3-dimethylpyridine-N-oxide in 100 ml of NMP is then added dropwise in the course of 20 min, and the reaction mixture is stirred for 1 h at room tempera- ture, then for 1 h at ... Reactants: C1(=CC=CC=C1)C=1C=C2CC(NC2=CC1)=O (5-phenyl-1,3-dihydro-indol-2-one), DMF di-tert-butyl acetal, CN(C)C=O (DMF). Product: C(C)(C)(C)OC=C1C(NC2=CC=C(C=C12)C1=CC=CC=C1)=O (3-tert-butoxymethylene-5-phenyl-1,3-dihydro-indol-2-one). The yield is 10.0%. RXN SMILES: [C:1]1([C:7]2[CH:8]=[C:9]3[C:13](=[CH:14][CH:15]=2)[NH:12][C:11](=[O:16])[CH2:10]3)[CH:6]=[CH:5][CH:4]=[CH:3][CH:2]=1.CN([CH:20]=[O:21])C>>[C:1]([O:21][CH:20]=[C:10]1[C:9]2[C:13](=[CH:14][CH:15]=[C:7]([C:1]3[CH:2]=[CH:3][CH:4]=[CH:5][CH:6]=3)[CH:8]=2)[NH:12][C:11]1=[O:16])([CH3:7])([CH3:6])[CH3:2]. Procedure: A solution of 0.62 g (3.0 mmol) of 5-phenyl-1,3-dihydro-indol-2-one (Hewawasam and Meanwell, Tetrahedron Letters 1994, 35, 7303-6) in 10 mL of DMF was treated with 0.90 g (4.5 mmol) of DMF di-tert-butyl acetal for 2 h at rt. DMF was removed under high vaccum, and the residue was subjected to chromatography on silica gel, eluting with hexane:EtOAc (1:1), to yield 0.09 g (10%) of 3-tert-butoxymethylene-5-phenyl-1,3-dihydro-indol-2-one: 1H NMR (DMSO-d6): δ1.46 (s, 9H), 6.85 (d, J=8.0 Hz, 1H), 7.27 ... Starting materials: FC(C(=O)OC(C(F)(F)F)=O)(F)F (trifluoroacetic anhydride), O (water), S1C=C(C=C1)CC(=O)OCC (Ethyl thiophene-3-acetate), [N+](=O)([O-])[O-].[NH4+] (Ammonium nitrate). Solvent: C(Cl)(Cl)Cl (chloroform), ClCCl (dichloromethane). Run at temperature 0 celsius, time 1 hour. Yields the product [N+](=O)([O-])C=1SC=CC1CC(=O)OCC (ethyl 2-nitrothiophene-3-acetate). The yield is 59.4%. RXN SMILES: [S:1]1[CH:5]=[CH:4][C:3]([CH2:6][C:7]([O:9][CH2:10][CH3:11])=[O:8])=[CH:2]1.FC(F)(F)C(OC(=O)C(F)(F)F)=O.[N+:25]([O-])([O-:27])=[O:26].[NH4+].O>C(Cl)(Cl)Cl.ClCCl>[N+:25]([C:2]1[S:1][CH:5]=[CH:4][C:3]=1[CH2:6][C:7]([O:9][CH2:10][CH3:11])=[O:8])([O-:27])=[O:26] |f:2.3|. Procedure: Ethyl thiophene-3-acetate, (10 g, 64.1 mmol) was dissolved in chloroform (90 ml) and trifluoroacetic anhydride (40 ml) at 0° C. Ammonium nitrate (5.2 g, 64.1 mmol) was added and the reaction mixture was stirred at 0° C. for 1 hour then warmed slowly to room temperature for 2 hours. The reaction mixture was cooled in an ice-bath and diluted with dichloromethane (60 ml) and then water (50 ml). The aqueous phase was extracted with dichloromethane and the combined organic fractions were washed with ... Reactants: ClC=1C=C(C(=NC1Cl)OC)N1C(C=CC2=CC(=CC=C12)S(=O)(=O)NC=1N=NC=CC1)=O (1-(5,6-dichloro-2-methoxypyridin-3-yl)-2-oxo-N-(pyridazin-3-yl)-1,2-dihydroquinoline-6-sulfonamide), C(#C)C1CCCC1 (ethynylcyclopentane), C(C)(C)NC(C)C (diisopropylamine), CN(C)C=O (DMF). Reagents/catalysts: [Cu]I (copper(i) iodide), C=1C=CC(=CC1)[P](C=2C=CC=CC2)(C=3C=CC=CC3)[Pd]([P](C=4C=CC=CC4)(C=5C=CC=CC5)C=6C=CC=CC6)([P](C=7C=CC=CC7)(C=8C=CC=CC8)C=9C=CC=CC9)[P](C=1C=CC=CC1)(C=1C=CC=CC1)C=1C=CC=CC1 (tetrakis(triphenylphosphine)palladium(0)). Run in O (water), C(C)(=O)OCC (Ethyl Acetate), CCCCCCC (Heptane). Conditions: temperature 100 celsius, time 18 hour. The product is ClC=1C=C(C(=NC1C#CC1CCCC1)OC)N1C(C=CC2=CC(=CC=C12)S(=O)(=O)NC=1N=NC=CC1)=O (1-(5-chloro-6-(cyclopentylethynyl)-2-methoxy-3-pyridinyl)-2-oxo-N-3-pyridazinyl-1,2-dihydro-6-quinolinesulfonamide). Isolated yield 65.6%. As a reaction SMILES: [Cl:1][C:2]1[CH:3]=[C:4]([N:11]2[C:20]3[C:15](=[CH:16][C:17]([S:21]([NH:24][C:25]4[N:26]=[N:27][CH:28]=[CH:29][CH:30]=4)(=[O:23])=[O:22])=[CH:18][CH:19]=3)[CH:14]=[CH:13][C:12]2=[O:31])[C:5]([O:9][CH3:10])=[N:6][C:7]=1Cl.[C:32]([CH:34]1[CH2:38][CH2:37][CH2:36][CH2:35]1)#[CH:33].C(NC(C)C)(C)C.CN(C=O)C>O.C(OCC)(=O)C.[Cu]I.C1C=CC([P]([Pd]([P](C2C=CC=CC=2)(C2C=CC=CC=2)C2C=CC=CC=2)([P](C2C=CC=CC=2)(C2C=CC=CC=2)C2C=CC=CC=2)[P](C2C=CC=CC=2)(C2C=CC=CC=2)C2C=CC=CC=2)(C2C=CC=CC=2)C2C=CC=CC=2)=CC=1.CCCCCCC>[Cl:1][C:2]1[CH:3]=[C:4]([N:11]2[C:20]3[C:15](=[CH:16][C:17]([S:21]([NH:24][C:25]4[N:26]=[N:27][CH:28]=[CH:29][CH:30]=4)(=[O:22])=[O:23])=[CH:18][CH:19]=3)[CH:14]=[CH:13][C:12]2=[O:31])[C:5]([O:9][CH3:10])=[N:6][C:7]=1[C:33]#[C:32][CH:34]1[CH2:38][CH2:37][CH2:36][CH2:35]1 |^1:63,65,84,103|. Reported procedure: A RBF was charged with 1-(5,6-dichloro-2-methoxypyridin-3-yl)-2-oxo-N-(pyridazin-3-yl)-1,2-dihydroquinoline-6-sulfonamide (0.075 g, 0.157 mmol), ethynylcyclopentane (0.074 ml, 0.784 mmol), diisopropylamine (0.134 ml, 0.941 mmol), copper(i) iodide (2.66 μl, 0.078 mmol), tetrakis(triphenylphosphine)palladium(0) (0.018 g, 0.016 mmol), and DMF (0.784 ml). The reaction was stirred at 100° C. for 18 hrs. The mixture was diluted with water and Ethyl Acetate. The organic portion was collected, dried wit... Yield: 9.1%. Reported procedure: Thionyl chloride (10 mL) was added with stirring to 12j (200 mg, 0.5 mmol). After 4 h, the reaction mixture was diluted with benzene (50 mL) and evaporated to dryness. The dark orange solid was dissolved in chloroform and ether was added to give a dark orange solid (16 mg, 10%): mp 194-195° C.; IR (neat) 2938, 1665, 1463, 1400, 1292, 1125, 1007, 976 cm−1; 1H NMR (CDCl3, 300 MHz) δ8.67 (d, 1H, J=7.8 Hz), 8.32 (d, 1H, J=8. 0 Hz), 7.68 (t, 1H, J=8.0 Hz), 7.45 (t, 1H, J=7.8 Hz), 7.04 (s, 1H), 4.09 (... Product: O=C1N(C2=C(C3=CC=CC=C13)C(C=1C(=C(C(=CC12)OC)OC)OC)=O)C (5,6-Dihydro-5,11-diketo-6-methyl-8,9,10-trimethoxy-11H-indeno[1,2-c]isoquinoline). Run in C1=CC=CC=C1 (benzene). Reaction SMILES: S(Cl)(Cl)=O.[C:5]([C@H:8]1[C:17]2[C:12](=[CH:13][CH:14]=[CH:15][CH:16]=2)[C:11](=[O:18])[N:10]([CH3:19])[C@H:9]1[C:20]1[CH:25]=[C:24]([O:26][CH3:27])[C:23]([O:28][CH3:29])=[C:22]([O:30][CH3:31])[CH:21]=1)(O)=[O:6]>C1C=CC=CC=1>[O:18]=[C:11]1[C:12]2[C:17](=[CH:16][CH:15]=[CH:14][CH:13]=2)[C:8]2[C:5](=[O:6])[C:21]3[C:22]([O:30][CH3:31])=[C:23]([O:28][CH3:29])[C:24]([O:26][CH3:27])=[CH:25][C:20]=3[C:9]=2[N:10]1[CH3:19]. Reactants: S(=O)(Cl)Cl (Thionyl chloride), C(=O)(O)[C@@H]1[C@@H](N(C(C2=CC=CC=C12)=O)C)C1=CC(=C(C(=C1)OC)OC)OC (cis-4-Carboxy-3,4-dihydro-N-methyl-3-(3′,4′,5′-trimethoxyphenyl)-1(2H)isoquinolone). Run at time 4 hour.